Dataset: the Open Reaction Database (ORD), a public repository of structured organic reaction records. Task: describe an organic reaction: reactants, conditions, products, and yield The reactants are CN(C)C=O, CNC1CNC1, CN1CCCC1, CCO, Cl, Cl, Nc1nc(-n2cc(C(=O)O)c(=O)c3cc(F)c(F)c(Cl)c32)c(F)cc1F. Yields the product CNC1CN(c2c(F)cc3c(=O)c(C(=O)O)cn(-c4nc(N)c(F)cc4F)c3c2Cl)C1. RXN SMILES: [CH3:1][N:2]([CH3:3])[CH:4]=[O:5].[CH3:34][NH:35][CH:36]1[CH2:37][NH:38][CH2:39]1.[CH3:40][N:41]1[CH2:42][CH2:43][CH2:44][CH2:45]1.[CH3:46][CH2:47][OH:48].[ClH:32].[ClH:33].[NH2:6][c:7]1[c:8]([F:31])[cH:9][c:10]([F:30])[c:11](-[n:13]2[cH:14][c:15]([C:27](=[O:28])[OH:29])[c:16](=[O:26])[c:17]3[cH:18][c:19]([F:25])[c:20]([F:24])[c:21]([Cl:23])[c:22]23)[n:12]1>>[NH2:6][c:7]1[c:8]([F:31])[cH:9][c:10]([F:30])[c:11](-[n:13]2[cH:14][c:15]([C:27](=[O:28])[OH:29])[c:16](=[O:26])[c:17]3[cH:18][c:19]([F:25])[c:20]([N:38]4[CH2:37][CH:36]([NH:35][CH3:34])[CH2:39]4)[c:21]([Cl:23])[c:22]23)[n:12]1. Reactants: C(C)(=O)N1CCC2=CC(=C(C=C12)NC=1N=C(C2=C(N1)N(C=C2)S(=O)(=O)C2=CC=C(C=C2)C)NC2=C(C(=O)N)C(=CC=C2)F)OC (2-({2-{[1-acetyl-5-(methyloxy)-2,3-dihydro-1H-indol-6-yl]amino}-7-[(4-methylphenyl)sulfonyl]-7H-pyrrolo[2,3-d]pyrimidin-4-yl}amino)-6-fluorobenzamide), C[O-].[Na+] (sodium methoxide), [Na+].[Cl-] (NaCl). Run in CO (methanol), C1CCOC1 (THF), CCOC(=O)C (EtOAc). Reaction conditions: time 2 day. The product is C(C)(=O)N1CCC2=CC(=C(C=C12)NC1=NC(=C2C(N1)=NC=C2)NC2=C(C(=O)N)C(=CC=C2)F)OC (2-[(2-{[1-acetyl-5-(methyloxy)-2,3-dihydro-1H-indol-6-yl]amino}-1H-pyrrolo[2,3-d]pyrimidin-4-yl)amino]-6-fluorobenzamide). The yield is 77.9%. RXN SMILES: [C:1]([N:4]1[C:12]2[C:7](=[CH:8][C:9]([O:44][CH3:45])=[C:10]([NH:13][C:14]3[N:15]=[C:16]([NH:33][C:34]4[CH:42]=[CH:41][CH:40]=[C:39]([F:43])[C:35]=4[C:36]([NH2:38])=[O:37])[C:17]4[CH:22]=[CH:21][N:20](S(C5C=CC(C)=CC=5)(=O)=O)[C:18]=4[N:19]=3)[CH:11]=2)[CH2:6][CH2:5]1)(=[O:3])[CH3:2].C[O-].[Na+].[Na+].[Cl-]>CO.C1COCC1.CCOC(C)=O>[C:1]([N:4]1[C:12]2[C:7](=[CH:8][C:9]([O:44][CH3:45])=[C:10]([NH:13][C:14]3[NH:19][C:18]4=[N:20][CH:21]=[CH:22][C:17]4=[C:16]([NH:33][C:34]4[CH:42]=[CH:41][CH:40]=[C:39]([F:43])[C:35]=4[C:36]([NH2:38])=[O:37])[N:15]=3)[CH:11]=2)[CH2:6][CH2:5]1)(=[O:3])[CH3:2] |f:1.2,3.4|. Procedure: A solution of of 2-({2-{[1-acetyl-5-(methyloxy)-2,3-dihydro-1H-indol-6-yl]amino}-7-[(4-methylphenyl)sulfonyl]-7H-pyrrolo[2,3-d]pyrimidin-4-yl}amino)-6-fluorobenzamide (104 mg, 0.17 mmol) in methanol (10 mL) and THF (20 mL) was treated with a solution of sodium methoxide (0.5M in MeOH, 3.3 mL, 1.7 mmol). The resulting mixture was stirred at rt for 2 days, then diluted with EtOAc (100 mL) and a saturated NaCl solution. The organic layer was washed with a saturated NaHCO3 solution, concentrated ont... The yield is 60.0%. The product is ClC=1C(=CC2=C(N(C(=N2)CC)C2=CC=C(C=C2)CCNC)C1)C(=O)N (6-chloro-2-ethyl-1-{4-[2-(methylamino)ethyl]phenyl}-1H-benzimidazole-5-carboxamide). As a reaction SMILES: CS(O[CH2:6][CH2:7][C:8]1[CH:13]=[CH:12][C:11]([N:14]2[C:18]3[CH:19]=[C:20]([Cl:26])[C:21]([C:23]([NH2:25])=[O:24])=[CH:22][C:17]=3[N:16]=[C:15]2[CH2:27][CH3:28])=[CH:10][CH:9]=1)(=O)=O.[CH3:29][NH2:30]>O>[Cl:26][C:20]1[C:21]([C:23]([NH2:25])=[O:24])=[CH:22][C:17]2[N:16]=[C:15]([CH2:27][CH3:28])[N:14]([C:11]3[CH:10]=[CH:9][C:8]([CH2:7][CH2:6][NH:30][CH3:29])=[CH:13][CH:12]=3)[C:18]=2[CH:19]=1. Procedure details: A mixture of 2-{4-[5-(aminocarbonyl)-6-chloro-2-ethyl-1H-benzimidazol-1-yl]phenyl}ethyl methanesulfonate (step 1, 304 mg, 0.72 mmol), a solution of methyl amine (40% in methanol, 10 ml) and water (5 ml) in a sealed tube was heated overnight at 100° C. The reaction mixture was partitioned between dichloromethane (30 ml) and water (30 ml). The organic phase was separated and the aqueous phase was extracted with dichloromethane (50 ml). The combined organic phases were washed with brine (50 ml) and... Reactants: CS(=O)(=O)OCCC1=CC=C(C=C1)N1C(=NC2=C1C=C(C(=C2)C(=O)N)Cl)CC (2-{4-[5-(aminocarbonyl)-6-chloro-2-ethyl-1H-benzimidazol-1-yl]phenyl}ethyl methanesulfonate), CN (methyl amine). Run in O (water).